This data is from the Open Reaction Database (ORD), a public repository of structured organic reaction records. The task is: describe an organic reaction: reactants, conditions, products, and yield Starting materials: BrC1=C(C=C(C(=O)O)C=C1)C(F)(F)F (4-bromo-3-(trifluoromethyl)benzoic acid), FC1=C(C=CC=C1)B(O)O (2-fluorophenylboronic acid), [F-].[Cs+] (cesium fluoride), C1(CCCCC1)P(C1=C(C=CC=C1)C1=C(C=CC=C1OC)OC)C1CCCCC1 (2-dicyclohexylphosphino-2′,6′-dimethoxybiphenyl). The reagents and catalysts are C(C)(=O)[O-].[Pd+2].C(C)(=O)[O-] (palladium(II) acetate). Solvent: O1CCOCC1 (dioxane), O (water). Reaction conditions: temperature 110 celsius. The product is FC1=C(C=CC=C1)C1=C(C=C(C=C1)C(=O)O)C(F)(F)F (2′-fluoro-2-(trifluoromethyl)biphenyl-4-carboxylic acid). Reaction SMILES: Br[C:2]1[CH:10]=[CH:9][C:5]([C:6]([OH:8])=[O:7])=[CH:4][C:3]=1[C:11]([F:14])([F:13])[F:12].[F:15][C:16]1[CH:21]=[CH:20][CH:19]=[CH:18][C:17]=1B(O)O.[F-].[Cs+].C1(P(C2CCCCC2)C2C=CC=CC=2C2C(OC)=CC=CC=2OC)CCCCC1>O1CCOCC1.C([O-])(=O)C.[Pd+2].C([O-])(=O)C.O>[F:15][C:16]1[CH:21]=[CH:20][CH:19]=[CH:18][C:17]=1[C:2]1[CH:10]=[CH:9][C:5]([C:6]([OH:8])=[O:7])=[CH:4][C:3]=1[C:11]([F:14])([F:13])[F:12] |f:2.3,6.7.8|. Reported procedure: A mixture of 4-bromo-3-(trifluoromethyl)benzoic acid (APAC Pharmaceutical 680578, 15.0 g, 55.7 mmol), 2-fluorophenylboronic acid (9.4 g, 66.9 mmol), cesium fluoride (25.4 g, 167 mmol), 2-dicyclohexylphosphino-2′,6′-dimethoxybiphenyl (5.7 g, 13.9 mmol) and palladium(II) acetate (1.25 g, 5.6 mmol) was prepared in dioxane (150 mL) and water (150 mL) under N2 atmosphere. The reaction mixture was purged with vacuum for 5 minutes, and then the reaction mixture was degassed with N2 at RT for 10 min. Th... The yield is 90.6%. Run at time 8 hour. Reported procedure: To a solution of (E,E)-4-ethyl-2,4-hexadienoic acid (7 g) and N-hydroxysuccinimide (5.75 g) in dioxane (100 ml) was added dicyclohexylcarbodiimide (10.8 g). The mixture was stirred at ambient temperature overnight and then filtered. The filtrate was concentrated under reduced pressure to give a residue which was recrystallized from a mixture of ether and petroleum ether to give N-[(E,E)-4-ethyl-2,4-hexadienoyloxy]succinimide (10.73 g). Reaction SMILES: [CH2:1](/[C:3](=[CH:9]\[CH3:10])/[CH:4]=[CH:5]/[C:6]([OH:8])=[O:7])[CH3:2].O[N:12]1[C:16](=[O:17])[CH2:15][CH2:14][C:13]1=[O:18].C1(N=C=NC2CCCCC2)CCCCC1>O1CCOCC1>[CH2:9](/[C:3](=[CH:1]\[CH3:2])/[CH:4]=[CH:5]/[C:6]([O:8][N:12]1[C:16](=[O:17])[CH2:15][CH2:14][C:13]1=[O:18])=[O:7])[CH3:10]. Starting materials: C(C)/C(/C=C/C(=O)O)=C\C ((E,E)-4-ethyl-2,4-hexadienoic acid), ON1C(CCC1=O)=O (N-hydroxysuccinimide), C1(CCCCC1)N=C=NC1CCCCC1 (dicyclohexylcarbodiimide). Solvent: O1CCOCC1 (dioxane). Yields the product C(C)/C(/C=C/C(=O)ON1C(CCC1=O)=O)=C\C (N-[(E,E)-4-ethyl-2,4-hexadienoyloxy]succinimide). Starting materials: ClC1=CC=C2C(C(=CN(C2=C1)C1=CC=C(C=C1)F)C(=O)N)=O (1,4-dihydro-7-chloro1-(4-fluorophenyl)-4-oxo-3-quinolinecarboxamide), C(CCC)[Sn](CCCC)(CCCC)C1=CC=CC=C1 (tributylstannylbenzene), dichlorobis-triphenylphosphine palladium, C(C)N1C=C(C(C2=CC=C(C=C12)C1=CC=NO1)=O)C(=O)N (1-Ethyl-1,4-dihydro-7-(5-isoxazolyl)-4-oxo-3-quinolinecarboxamide). The product is FC1=CC=C(C=C1)N1C=C(C(C2=CC=C(C=C12)C1=CC=CC=C1)=O)C(=O)N (1,4-Dihydro-1-(4-fluorophenyl)-4-oxo-7-phenyl-3-quinolinecarboxamide). Reaction SMILES: Cl[C:2]1[CH:11]=[C:10]2[C:5]([C:6](=[O:22])[C:7]([C:19]([NH2:21])=[O:20])=[CH:8][N:9]2[C:12]2[CH:17]=[CH:16][C:15]([F:18])=[CH:14][CH:13]=2)=[CH:4][CH:3]=1.C([Sn]([C:36]1[CH:41]=[CH:40][CH:39]=[CH:38][CH:37]=1)(CCCC)CCCC)CCC.C(N1C2C(=CC=C(C3ON=CC=3)C=2)C(=O)C(C(N)=O)=C1)C>>[F:18][C:15]1[CH:16]=[CH:17][C:12]([N:9]2[C:10]3[C:5](=[CH:4][CH:3]=[C:2]([C:36]4[CH:41]=[CH:40][CH:39]=[CH:38][CH:37]=4)[CH:11]=3)[C:6](=[O:22])[C:7]([C:19]([NH2:21])=[O:20])=[CH:8]2)=[CH:13][CH:14]=1. Procedure details: 1,4-Dihydro-1-(4-fluorophenyl)-4-oxo-7-phenyl-3-quinolinecarboxamide [I; R=H, R1 =4-FC6H4, R2 =H, R6 =H, R7C6H5 ] was prepared from 2.22 g 1,4-dihydro-7-chloro1-(4-fluorophenyl)-4-oxo-3-quinolinecarboxamide (Example 42c), 3.30 g tributylstannylbenzene (prepared from tributyltin chloride and bromobenzene) and 2.50 g dichlorobis-triphenylphosphine palladium according to the procedure of Example 37, part (c), and was obtained (1.4 g) as colorless crystals, m.p. 289-292° C. when recrystallized from ... Reactants: CC#N, NC(=O)c1ccc(Cl)nc1OC1CCCC1, O=P(Cl)(Cl)Cl, c1ccncc1. The product is N#Cc1ccc(Cl)nc1OC1CCCC1. RXN SMILES: [CH3:28][C:29]#[N:30].[Cl:1][c:2]1[n:3][c:4]([O:11][CH:12]2[CH2:13][CH2:14][CH2:15][CH2:16]2)[c:5]([C:6](=[O:7])[NH2:8])[cH:9][cH:10]1.[P:23]([Cl:24])([Cl:25])([Cl:26])=[O:27].[cH:17]1[cH:18][cH:19][n:20][cH:21][cH:22]1>>[Cl:1][c:2]1[n:3][c:4]([O:11][CH:12]2[CH2:13][CH2:14][CH2:15][CH2:16]2)[c:5]([C:6]#[N:8])[cH:9][cH:10]1. The reactants are O=C1CCC(=O)N1Br, CCO, ClC(Cl)Cl, Cc1ccsc1-c1nc2cc([N+](=O)[O-])ccc2o1, N#CCCCN=NCCCC#N. The product is O=[N+]([O-])c1ccc2oc(-c3sccc3CBr)nc2c1. RXN SMILES: [Br:19][N:20]1[C:21](=[O:22])[CH2:23][CH2:24][C:25]1=[O:26].[CH3:39][CH2:40][OH:41].[CH:42]([Cl:43])([Cl:44])[Cl:45].[N+:1](=[O:2])([O-:3])[c:4]1[cH:5][cH:6][c:7]2[c:8]([n:9][c:10](-[c:12]3[s:13][cH:14][cH:15][c:16]3[CH3:17])[o:11]2)[cH:18]1.[N:27]([CH2:28][CH2:29][CH2:30][C:31]#[N:32])=[N:33][CH2:34][CH2:35][CH2:36][C:37]#[N:38]>>[N+:1](=[O:2])([O-:3])[c:4]1[cH:5][cH:6][c:7]2[c:8]([n:9][c:10](-[c:12]3[s:13][cH:14][cH:15][c:16]3[CH2:17][Br:19])[o:11]2)[cH:18]1. Starting materials: C[Sn](C)C.C[Sn](C)C (hexamethylditin), FC(S(=O)(=O)OC1=CC=C(C=C1)SC1CC2CCC(C1)N2C)(F)F (4-[(8-methyl-8-azabicylo[3.2.1]oct-3-yl)thio]phenyl trifluoromethanesulfonate), BrC=1C=NC=NC1 (5-bromopyrimidine), [Cl-].[Li+] (lithium chloride), [F-].[K+] (potassium fluoride). The reagents and catalysts are [Pd].C1(=CC=CC=C1)P(C1=CC=CC=C1)C1=CC=CC=C1.C1(=CC=CC=C1)P(C1=CC=CC=C1)C1=CC=CC=C1.C1(=CC=CC=C1)P(C1=CC=CC=C1)C1=CC=CC=C1.C1(=CC=CC=C1)P(C1=CC=CC=C1)C1=CC=CC=C1 (tetrakis(triphenylphosphine) palladium (0)). Solvent: O1CCOCC1 (dioxane), C(C)(=O)OCC (ethyl acetate). Conditions: time 2 hour. The product is CN1C2CC(CC1CC2)SC2=CC=C(C=C2)C=2C=NC=NC2 (8-methyl-3-{[4-(5-pyrimidinyl)phenyl]thio}-8-azabicyclo[3.2.1]octane). Yield: 12.3%. Reaction SMILES: FC(F)(F)S(O[C:7]1[CH:12]=[CH:11][C:10]([S:13][CH:14]2[CH2:20][CH:19]3[N:21]([CH3:22])[CH:16]([CH2:17][CH2:18]3)[CH2:15]2)=[CH:9][CH:8]=1)(=O)=O.Br[C:26]1[CH:27]=[N:28][CH:29]=[N:30][CH:31]=1.[Cl-].[Li+].C[Sn](C)C.C[Sn](C)C.[F-].[K+]>[Pd].C1(P(C2C=CC=CC=2)C2C=CC=CC=2)C=CC=CC=1.C1(P(C2C=CC=CC=2)C2C=CC=CC=2)C=CC=CC=1.C1(P(C2C=CC=CC=2)C2C=CC=CC=2)C=CC=CC=1.C1(P(C2C=CC=CC=2)C2C=CC=CC=2)C=CC=CC=1.C(OCC)(=O)C.O1CCOCC1>[CH3:22][N:21]1[CH:19]2[CH2:18][CH2:17][CH:16]1[CH2:15][CH:14]([S:13][C:10]1[CH:11]=[CH:12][C:7]([C:26]3[CH:27]=[N:28][CH:29]=[N:30][CH:31]=3)=[CH:8][CH:9]=1)[CH2:20]2 |f:2.3,4.5,6.7,8.9.10.11.12,^1:34,38|. Procedure: To a mixture of 4-[(8-methyl-8-azabicylo[3.2.1]oct-3-yl)thio]phenyl trifluoromethanesulfonate (450 mg), 5-bromopyrimidine (187 mg), lithium chloride (150 mg) and tetrakis(triphenylphosphine) palladium (0) (68 mg) under nitrogen were added hexamethylditin (386 mg) and dioxane (15 ml). The mixture was heated under reflux overnight and then poured into a mixture of aqueous potassium fluoride (1.9 g in 13 ml water) and ethyl acetate (13 ml). This mixture was stirred vigorously for 2 hours, passed th...